Dataset: the Open Reaction Database (ORD), a public repository of structured organic reaction records. Task: describe an organic reaction: reactants, conditions, products, and yield The reactants are O=C([O-])[O-], CC(C)(O)C#Cc1cnc2c(c1)C1(COC(N)=N1)c1cc(OS(=O)(=O)C(F)(F)F)ccc1O2, [K+], [K+], OB(O)c1ccccc1, c1ccc(P(c2ccccc2)(c2ccccc2)[Pd](P(c2ccccc2)(c2ccccc2)c2ccccc2)(P(c2ccccc2)(c2ccccc2)c2ccccc2)P(c2ccccc2)(c2ccccc2)c2ccccc2)cc1. The product is CC(C)(O)C#Cc1cnc2c(c1)C1(COC(N)=N1)c1cc(-c3ccccc3)ccc1O2. As a reaction SMILES: [C:43](=[O:44])([O-:45])[O-:46].[F:1][C:2]([F:3])([F:4])[S:5]([O:6][c:7]1[cH:8][c:9]2[c:24]([cH:25][cH:26]1)[O:23][c:12]1[c:11]([cH:16][c:15]([C:17]#[C:18][C:19]([CH3:20])([CH3:21])[OH:22])[cH:14][n:13]1)[C:10]21[N:27]=[C:28]([NH2:31])[O:29][CH2:30]1)(=[O:32])=[O:33].[K+:47].[K+:48].[OH:34][B:35]([OH:36])[c:37]1[cH:38][cH:39][cH:40][cH:41][cH:42]1.[cH:49]1[cH:50][cH:51][c:52]([P:53]([Pd:54]([P:55]([c:56]2[cH:57][cH:58][cH:59][cH:60][cH:61]2)([c:62]2[cH:63][cH:64][cH:65][cH:66][cH:67]2)[c:68]2[cH:69][cH:70][cH:71][cH:72][cH:73]2)([P:74]([c:75]2[cH:76][cH:77][cH:78][cH:79][cH:80]2)([c:81]2[cH:82][cH:83][cH:84][cH:85][cH:86]2)[c:87]2[cH:88][cH:89][cH:90][cH:91][cH:92]2)[P:93]([c:94]2[cH:95][cH:96][cH:97][cH:98][cH:99]2)([c:100]2[cH:101][cH:102][cH:103][cH:104][cH:105]2)[c:106]2[cH:107][cH:108][cH:109][cH:110][cH:111]2)([c:112]2[cH:113][cH:114][cH:115][cH:116][cH:117]2)[c:118]2[cH:119][cH:120][cH:121][cH:122][cH:123]2)[cH:124][cH:125]1>>[c:7]1(-[c:37]2[cH:38][cH:39][cH:40][cH:41][cH:42]2)[cH:8][c:9]2[c:24]([cH:25][cH:26]1)[O:23][c:12]1[c:11]([cH:16][c:15]([C:17]#[C:18][C:19]([CH3:20])([CH3:21])[OH:22])[cH:14][n:13]1)[C:10]21[N:27]=[C:28]([NH2:31])[O:29][CH2:30]1. Reactants: Cl (HCl), B(OC(C)C)(OC(C)C)OC(C)C (Triisopropyl borate), C(C1=CC=CC=C1)OC1=CC(=C(C=C1)Br)C=C (4-(benzyloxy)-1-bromo-2-vinylbenzene), C(CCC)[Li] (n-butyllithium). Run in O (water), C1CCOC1 (THF). Reaction conditions: time 1 hour. Product: C(C1=CC=CC=C1)OC1=CC(=C(C=C1)B(O)O)C=C (4-(benzyloxy)-2-vinylphenylboronic acid). Isolated yield 602.9%. Reaction SMILES: [B:1](OC(C)C)([O:6]C(C)C)[O:2]C(C)C.[CH2:14]([O:21][C:22]1[CH:27]=[CH:26][C:25](Br)=[C:24]([CH:29]=[CH2:30])[CH:23]=1)[C:15]1[CH:20]=[CH:19][CH:18]=[CH:17][CH:16]=1.C([Li])CCC.Cl>C1COCC1.O>[CH2:14]([O:21][C:22]1[CH:27]=[CH:26][C:25]([B:1]([OH:6])[OH:2])=[C:24]([CH:29]=[CH2:30])[CH:23]=1)[C:15]1[CH:20]=[CH:19][CH:18]=[CH:17][CH:16]=1. Procedure details: Triisopropyl borate (683 mg, 3.63 mmol) was added to a stirred solution of 4-(benzyloxy)-1-bromo-2-vinylbenzene (1.0 g, 0.346 mmol) in THF (9 mL). The solution was cooled in a CO2/acetone bath. A solution of n-butyllithium (1.45 mL of 2.5M in hexanes, 3.63 mmol) was added dropwise over 5 minutes. The cooling bath was left in place and was allowed to warm to room temperature. The mixture was treated with HCl (5 mL of 1N) and water (5 mL), stirred for 1 hour, and extracted with ethyl acetate (3×15... Reactants: COCCCNc1nc(Cl)ccc1[N+](=O)[O-], [Zn]. Yields the product COCCCNc1nc(Cl)ccc1N. Reaction SMILES: [Cl:1][c:2]1[cH:3][cH:4][c:5]([N+:14]([O-:15])=[O:16])[c:6]([NH:8][CH2:9][CH2:10][CH2:11][O:12][CH3:13])[n:7]1.[Zn:17]>>[Cl:1][c:2]1[cH:3][cH:4][c:5]([NH2:14])[c:6]([NH:8][CH2:9][CH2:10][CH2:11][O:12][CH3:13])[n:7]1. Starting materials: CC(C)(C)[Si](C)(C)Oc1ccc2cc[nH]c2c1, O=C1CCC(=O)N1Cl, ClCCl, O. Yields the product CC(C)(C)[Si](C)(C)Oc1ccc2c(Cl)c[nH]c2c1. As a reaction SMILES: [C:9]([CH3:10])([CH3:11])([CH3:12])[Si:13]([O:14][c:15]1[cH:16][cH:17][c:18]2[cH:19][cH:20][nH:21][c:22]2[cH:23]1)([CH3:24])[CH3:25].[Cl:1][N:2]1[C:3](=[O:4])[CH2:5][CH2:6][C:7]1=[O:8].[Cl:27][CH2:28][Cl:29].[OH2:26]>>[Cl:1][c:19]1[c:18]2[cH:17][cH:16][c:15]([O:14][Si:13]([C:9]([CH3:10])([CH3:11])[CH3:12])([CH3:24])[CH3:25])[cH:23][c:22]2[nH:21][cH:20]1.